From a dataset of the Open Reaction Database (ORD), a public repository of structured organic reaction records. describe an organic reaction: reactants, conditions, products, and yield Reaction conditions: temperature 70 celsius, time 8 hour. The reagents and catalysts are [Pd].ClC1=C(C(=C([C-]1P)C1=CC=CC=C1)C1=CC=CC=C1)Cl.[CH-]1C=CC=C1.[Fe+2] (dichlorodiphenyl phosphinoferrocene palladium). The yield is 93.9%. Starting materials: C([O-])([O-])=O.[K+].[K+] (potassium carbonate), CC1(OB(OC1(C)C)C1=CC=C(C=C1)O)C (4-(4,4,5,5-Tetramethyl-[1,3,2]dioxaborolan-2-yl)phenol), BrC=1C=C(C=CC1)CC(=O)OC (methyl 3-bromophenylacetate). Procedure details: 10 g of 4-(4,4,5,5-Tetramethyl-[1,3,2]dioxaborolan-2-yl)phenol and 12.5 g of methyl 3-bromophenylacetate were dissolved in 150 ml of 1,2-dimethoxyethane, then 14 g of potassium carbonate and 920 mg of dichlorodiphenyl phosphinoferrocene palladium were added thereto, and the mixture was stirred overnight at 70° C. in a nitrogen atmosphere. The reaction mixture was diluted with ethyl acetate and washed with 1N hydrochloric acid. The organic layer was dried over anhydrous magnesium sulfate and then... The solvent is C(C)(=O)OCC (ethyl acetate), COCCOC (1,2-dimethoxyethane). As a reaction SMILES: CC1(C)C(C)(C)OB([C:9]2[CH:14]=[CH:13][C:12]([OH:15])=[CH:11][CH:10]=2)O1.Br[C:18]1[CH:19]=[C:20]([CH2:24][C:25]([O:27][CH3:28])=[O:26])[CH:21]=[CH:22][CH:23]=1.C(=O)([O-])[O-].[K+].[K+]>COCCOC.C(OCC)(=O)C.[Pd].ClC1[C-](P)C(C2C=CC=CC=2)=C(C2C=CC=CC=2)C=1Cl.[CH-]1C=CC=C1.[Fe+2]>[OH:15][C:12]1[CH:11]=[CH:10][C:9]([C:22]2[CH:23]=[CH:18][CH:19]=[C:20]([CH2:24][C:25]([O:27][CH3:28])=[O:26])[CH:21]=2)=[CH:14][CH:13]=1 |f:2.3.4,7.8.9.10|. Yields the product OC1=CC=C(C=C1)C1=CC(=CC=C1)CC(=O)OC (Methyl (4′-hydroxybiphenyl-3-yl)acetate).